This data is from the Open Reaction Database (ORD), a public repository of structured organic reaction records. The task is: describe an organic reaction: reactants, conditions, products, and yield Reactants: Cc1cc(C(=O)O)ccc1Br, CO, [Na+], O=C([O-])O, O=S(=O)(O)O. Yields the product COC(=O)c1ccc(Br)c(C)c1. Reaction SMILES: [Br:1][c:2]1[c:3]([CH3:11])[cH:4][c:5]([C:6](=[O:7])[OH:8])[cH:9][cH:10]1.[CH3:22][OH:23].[Na+:21].[O-:17][C:18]([OH:19])=[O:20].[S:12](=[O:13])(=[O:14])([OH:15])[OH:16]>>[Br:1][c:2]1[c:3]([CH3:11])[cH:4][c:5]([C:6](=[O:7])[O:8][CH3:18])[cH:9][cH:10]1. The reactants are C(#C)C1(CCCC1)O (1-ethynyl-cyclopentanol), BrC1=C2/C(/C(NC2=CC=C1)=O)=C/C=1NC=CC1OC ((Z)-4-bromo-1,3-dihydro-3-[(3-methoxy-1H-pyrrol-2-yl)methylene]-2H-indol-2-one), BrC1=C2/C(/C(NC2=CC=C1)=O)=C/C=1NC=CC1OC ((Z)-4-bromo-1,3-dihydro-3-[(3-methoxy-1H-pyrrol-2-yl)methylene]-2H-indol-2-one). The solvent is CCN(CC)CC (Et3N), CN(C)C=O (DMF). Product: OC1(CCCC1)C#CC1=C2/C(/C(NC2=CC=C1)=O)=C/C=1NC=CC1OC ((Z)-1,3-dihydro-4-[(1-hydroxycyclopentyl)ethynyl]-3-[(3-methoxy-1H-pyrrol-2-yl)methylene]-2H-indol-2-one). As a reaction SMILES: [C:1]([C:3]1([OH:8])[CH2:7][CH2:6][CH2:5][CH2:4]1)#[CH:2].Br[C:10]1[CH:18]=[CH:17][CH:16]=[C:15]2[C:11]=1/[C:12](=[CH:20]/[C:21]1[NH:22][CH:23]=[CH:24][C:25]=1[O:26][CH3:27])/[C:13](=[O:19])[NH:14]2>CN(C=O)C.CCN(CC)CC>[OH:8][C:3]1([C:1]#[C:2][C:10]2[CH:18]=[CH:17][CH:16]=[C:15]3[C:11]=2/[C:12](=[CH:20]/[C:21]2[NH:22][CH:23]=[CH:24][C:25]=2[O:26][CH3:27])/[C:13](=[O:19])[NH:14]3)[CH2:7][CH2:6][CH2:5][CH2:4]1. Reported procedure: Using Method D above, 1-ethynyl-cyclopentanol (86.3 mg, 0.78 mmol) (Aldrich) was coupled with (Z)-4-bromo-1,3-dihydro-3-[(3-methoxy-1H-pyrrol-2-yl)methylene]-2H-indol-2-one (0.1 g, 0.31 mmol) (Starting Material 1 above) using DPPFPdCl2 (12.6 mg) and Cul (3 mg) as catalyst in DMF (3 mL) and Et3N (3 mL) as solvent at 85° C. for 2 days to yield (Z)-1,3-dihydro-4-[(1-hydroxycyclopentyl)ethynyl]-3-[(3-methoxy-1H-pyrrol-2-yl)methylene]-2H-indol-2-one. (Yield 43 mg, 40%). Starting materials: NC1=NC=CC=C1N=CC1=C(C=CC=C1NC(=O)OC)C (2-amino-3-(2-methyl-6-methoxycarbonylaminobenzylideneamino)pyridine), [BH4-].[Na+] (sodium borohydride), O (water). Run in CO (methanol), C(Cl)(Cl)Cl (chloroform). Run at time 3.5 hour. Product: NC1=NC=CC=C1NCC1=C(C=CC=C1NC(=O)OC)C (2-amino-3-(2-methyl-6-methoxycarbonylaminobenzylamino)pyridine). Isolated yield 94.1%. RXN SMILES: [NH2:1][C:2]1[C:7]([N:8]=[CH:9][C:10]2[C:15]([NH:16][C:17]([O:19][CH3:20])=[O:18])=[CH:14][CH:13]=[CH:12][C:11]=2[CH3:21])=[CH:6][CH:5]=[CH:4][N:3]=1.[BH4-].[Na+].O>CO.C(Cl)(Cl)Cl>[NH2:1][C:2]1[C:7]([NH:8][CH2:9][C:10]2[C:15]([NH:16][C:17]([O:19][CH3:20])=[O:18])=[CH:14][CH:13]=[CH:12][C:11]=2[CH3:21])=[CH:6][CH:5]=[CH:4][N:3]=1 |f:1.2|. Reported procedure: To a solution of 2-amino-3-(2-methyl-6-methoxycarbonylaminobenzylideneamino)pyridine (229 mg) in methanol (4.6 ml) and chloroform (4.6 ml) was added sodium borohydride (200 mg) and the mixture was stirred for 3.5 hours at room temperature. After water was added, organic layer was separated and dried over magnesium chloride. The solvent was evaporated under reduced pressure. The residue was triturated with diethyl ether to give 2-amino-3-(2-methyl-6-methoxycarbonylaminobenzylamino)pyridine (217 m...